This data is from the Open Reaction Database (ORD), a public repository of structured organic reaction records. The task is: describe an organic reaction: reactants, conditions, products, and yield Reactants: C(C)(C)(C)ONC(=O)C=1C=C(N)C=CC1 (3-tert-butyloxycarbamoylaniline), [O-]S(=O)(=O)[O-].[Mg+2] (MgSO4), C(C)(C)(C)ONC(=O)C=1C=C(N)C=CC1 (3-tert-butyloxycarbamoylaniline). The reagents and catalysts are C(C)(C)(C)C=1C=C(C(O)=CC1)O (4-tert-butylcatechol), II (iodine). Solvent: CC(=O)C (acetone). The product is C(C)(C)(C)ONC(=O)C1=CC=C2C(=CC(NC2=C1)(C)C)C (7-tert-butyloxycarbamoyl-1,2-dihydro-2,2,4-trimethylquinoline). Yield: 165.3%. As a reaction SMILES: [C:1]([O:5][NH:6][C:7]([C:9]1[CH:10]=[C:11]([CH:13]=[CH:14][CH:15]=1)[NH2:12])=[O:8])([CH3:4])([CH3:3])[CH3:2].[O-]S([O-])(=O)=O.[Mg+2]>CC(C)=O.C(C1C=C(O)C(=CC=1)O)(C)(C)C.II>[C:1]([O:5][NH:6][C:7]([C:9]1[CH:10]=[C:11]2[C:13]([C:11]([CH3:13])=[CH:10][C:9]([CH3:15])([CH3:7])[NH:12]2)=[CH:14][CH:15]=1)=[O:8])([CH3:4])([CH3:2])[CH3:3] |f:1.2|. Procedure: To an oven-dried 1 L r.b. flask containing 3-tert-butyloxycarbamoylaniline (17.4 g, 83.5 mmol), MgSO4 (50 g, 5 equivuiv), and 4-tert-butylcatechol (420 mg, 3 mol %) in 120 mL acetone (approx 0.75 M in the aniline) was added iodine (1.07 g, 5 mol %), and the mixture was heated to reflux for 8 h. The crude reaction mixture was then cooled to rt, filtered through a bed of Celite™ on a fritted-glass funnel, rinsing with ethyl acetate, dried (Na2SO4), and concentrated under reduced pressure. Purifica... The reactants are C(C)OC(=O)C1=C(OC=C1)C (2-Methyl-3-furancarboxylic acid ethyl ester), [OH-].[Na+] (sodium hydroxide). Run in C(C)O (ethanol). Yields the product CC=1OC=CC1C(=O)O (2-methyl-3-furancarboxylic acid). Isolated yield 67.2%. As a reaction SMILES: C([O:3][C:4]([C:6]1[CH:10]=[CH:9][O:8][C:7]=1[CH3:11])=[O:5])C.[OH-].[Na+]>C(O)C>[CH3:11][C:7]1[O:8][CH:9]=[CH:10][C:6]=1[C:4]([OH:5])=[O:3] |f:1.2|. Procedure details: 2-Methyl-3-furancarboxylic acid ethyl ester (10 g) was dissolved in ethanol (70 ml), and 1N aqueous sodium hydroxide (78 ml) was added. The mixture was stirred at room temperature and concentrated under reduced pressure. The residue was dissolved in water and washed with diethyl ether. The aqueous layer was acidified with 1N hydrochloric acid and extracted with ethyl acetate. The extract was washed with water and saturated aqueous sodium chloride, dried over anhydrous magnesium sulfate and conce... The reactants are O (water), C(=O)(C(F)(F)F)O (TFA), ClC=1C=C(C=C(C1C[C@H]1C(N(CC1)N1CCC(CC1)O[Si](C(C)C)(C(C)C)C(C)C)=O)Cl)C1=CC=C(C=C1)C(=O)N1CCC(CC1)(F)F ((R)-3-[3,5-dichloro-4′-(4,4-difluoro-piperidine-1-carbonyl)-biphenyl-4-ylmethyl]-1-(4-triisopropylsilanyloxy-piperidin-1-yl)-pyrrolidin-2-one). Run in C1CCOC1 (THF). Reaction conditions: time 12 hour. Product: ClC=1C=C(C=C(C1C[C@H]1C(N(CC1)N1CCC(CC1)O)=O)Cl)C1=CC=C(C=C1)C(=O)N1CCC(CC1)(F)F ((R)-3-[3,5-Dichloro-4′-(4,4-difluoro-piperidine-1-carbonyl)-biphenyl-4-ylmethyl]-1-(4-hydroxy-piperidin-1-yl)-pyrrolidin-2-one). Yield: 97.0%. RXN SMILES: O.C(O)(C(F)(F)F)=O.[Cl:9][C:10]1[CH:11]=[C:12]([C:41]2[CH:46]=[CH:45][C:44]([C:47]([N:49]3[CH2:54][CH2:53][C:52]([F:56])([F:55])[CH2:51][CH2:50]3)=[O:48])=[CH:43][CH:42]=2)[CH:13]=[C:14]([Cl:40])[C:15]=1[CH2:16][C@@H:17]1[CH2:21][CH2:20][N:19]([N:22]2[CH2:27][CH2:26][CH:25]([O:28][Si](C(C)C)(C(C)C)C(C)C)[CH2:24][CH2:23]2)[C:18]1=[O:39]>C1COCC1>[Cl:40][C:14]1[CH:13]=[C:12]([C:41]2[CH:42]=[CH:43][C:44]([C:47]([N:49]3[CH2:54][CH2:53][C:52]([F:55])([F:56])[CH2:51][CH2:50]3)=[O:48])=[CH:45][CH:46]=2)[CH:11]=[C:10]([Cl:9])[C:15]=1[CH2:16][C@@H:17]1[CH2:21][CH2:20][N:19]([N:22]2[CH2:27][CH2:26][CH:25]([OH:28])[CH2:24][CH2:23]2)[C:18]1=[O:39]. Procedure: Add water (60 mL) and TFA 20 mL) to a solution of (R)-3-[3,5-dichloro-4′-(4,4-difluoro-piperidine-1-carbonyl)-biphenyl-4-ylmethyl]-1-(4-triisopropylsilanyloxy-piperidin-1-yl)-pyrrolidin-2-one in THF (60 mL). Stir the mixture at room temp for 12 hours. Partition the reaction with ethyl acetate (200 mL) and sodium bicarbonate (sat. solution, 150 mL), separate the organic layer, extract the aqueous with another 200 mL of ethyl acetate, and combine the organic solutions. Dry over sodium sulfate, fil... Starting materials: C(C1=CC=CC=C1)[C@@H]1NC(OC1)=O (4-(S)-benzyl-oxazolidin-2-one), C(CCC)[Li] (n-butyllithium), C(\C=C\C1=CC=CC=C1)(=O)O (trans-cinnamic acid), TEA, CC(C(=O)Cl)(C)C (trimethylacetyl chloride), anhydride. The solvent is C1CCOC1 (THF), hexanes, C1CCOC1 (THF). Conditions: temperature 0 celsius, time 20 hour. Yields the product C(\C=C\C1=CC=CC=C1)(=O)N1C(OC[C@@H]1CC1=CC=CC=C1)=O (3-((E)-Cinnamoyl)-4-(S)-benzyl oxazolidin-2-one). RXN SMILES: [C:1](O)(=[O:10])/[CH:2]=[CH:3]/[C:4]1[CH:9]=[CH:8][CH:7]=[CH:6][CH:5]=1.CC(C)(C)C(Cl)=O.[CH2:19]([C@H:26]1[CH2:30][O:29][C:28](=[O:31])[NH:27]1)[C:20]1[CH:25]=[CH:24][CH:23]=[CH:22][CH:21]=1.C([Li])CCC>C1COCC1>[C:1]([N:27]1[C@@H:26]([CH2:19][C:20]2[CH:21]=[CH:22][CH:23]=[CH:24][CH:25]=2)[CH2:30][O:29][C:28]1=[O:31])(=[O:10])/[CH:2]=[CH:3]/[C:4]1[CH:9]=[CH:8][CH:7]=[CH:6][CH:5]=1. Procedure details: A solution of 222 g (1.5 mol) of trans-cinnamic acid and 250 mL (1.77 mol) of TEA in 3 L of THF at −78° C. was treated with 200 mL of trimethylacetyl chloride maintaining the internal temperature at less than −65° C. The resulting mixture was warmed to 0° C., then cooled to −78° C. In a separate flask, a solution of 4-(S)-benzyl-oxazolidin-2-one in 2.05 L of THF at −20° C. was treated with 660 mL of 2.5 M n-butyllithium in hexanes over 45 min. The resulting turbid mixture was cooled to −78° C. a... Reactants: NC1=NC(=CC(=N1)N1CCC2(C[C@H](N(C2)C(=O)OC(C)(C)C)C(=O)OCC)CC1)O[C@@H](C(F)(F)F)C1=C(C=CC(=C1)C=CC)C1=CC(=CC=C1)S(=O)(=O)C ((S)-2-tert-butyl 3-ethyl 8-(2-amino-6-((R)-2,2,2-trifluoro-1-(3′-(methylsulfonyl)-4-(prop-1-en-1-yl)-[1,1′-biphenyl]-2-yl)ethoxy)pyrimidin-4-yl)-2,8-diazaspiro[4.5]decane-2,3-dicarboxylate). The reagents and catalysts are [Pd] (Pd/C). Solvent: CCO (EtOH). Run at time 12 hour. The product is NC1=NC(=CC(=N1)N1CCC2(C[C@H](N(C2)C(=O)OC(C)(C)C)C(=O)OCC)CC1)O[C@@H](C(F)(F)F)C1=C(C=CC(=C1)CCC)C1=CC(=CC=C1)S(=O)(=O)C ((S)-2-tert-butyl 3-ethyl 8-(2-amino-6-((R)-2,2,2-trifluoro-1-(3′-(methylsulfonyl)-4-propyl-[1,1′-biphenyl]-2-yl)ethoxy)pyrimidin-4-yl)-2,8-diazaspiro[4.5]decane-2,3-dicarboxylate). As a reaction SMILES: [NH2:1][C:2]1[N:7]=[C:6]([N:8]2[CH2:29][CH2:28][C:11]3([CH2:15][N:14]([C:16]([O:18][C:19]([CH3:22])([CH3:21])[CH3:20])=[O:17])[C@H:13]([C:23]([O:25][CH2:26][CH3:27])=[O:24])[CH2:12]3)[CH2:10][CH2:9]2)[CH:5]=[C:4]([O:30][C@H:31]([C:36]2[CH:41]=[C:40]([CH:42]=[CH:43][CH3:44])[CH:39]=[CH:38][C:37]=2[C:45]2[CH:50]=[CH:49][CH:48]=[C:47]([S:51]([CH3:54])(=[O:53])=[O:52])[CH:46]=2)[C:32]([F:35])([F:34])[F:33])[N:3]=1>CCO.[Pd]>[NH2:1][C:2]1[N:7]=[C:6]([N:8]2[CH2:9][CH2:10][C:11]3([CH2:15][N:14]([C:16]([O:18][C:19]([CH3:20])([CH3:21])[CH3:22])=[O:17])[C@H:13]([C:23]([O:25][CH2:26][CH3:27])=[O:24])[CH2:12]3)[CH2:28][CH2:29]2)[CH:5]=[C:4]([O:30][C@H:31]([C:36]2[CH:41]=[C:40]([CH2:42][CH2:43][CH3:44])[CH:39]=[CH:38][C:37]=2[C:45]2[CH:50]=[CH:49][CH:48]=[C:47]([S:51]([CH3:54])(=[O:53])=[O:52])[CH:46]=2)[C:32]([F:35])([F:33])[F:34])[N:3]=1. Procedure details: To a solution of (S)-2-tert-butyl 3-ethyl 8-(2-amino-6-((R)-2,2,2-trifluoro-1-(3′-(methylsulfonyl)-4-(prop-1-en-1-yl)-[1,1′-biphenyl]-2-yl)ethoxy)pyrimidin-4-yl)-2,8-diazaspiro[4.5]decane-2,3-dicarboxylate (200 mg, 0.26 mmol) in EtOH (10 mL) was added 10% Pd/C (200 mg) and the reaction mixture was stirred under 1 atm H2 for 12 h. The solids were filtered and the filtrate was concentrated to afford (S)-2-tert-butyl 3-ethyl 8-(2-amino-6-((R)-2,2,2-trifluoro-1-(3′-(methylsulfonyl)-4-propyl-[1,1′-bi... Starting materials: CC(=O)O[BH-](OC(C)=O)OC(C)=O, CC(=O)O, O=Cc1c(-c2ccccc2)[nH]c2c([N+](=O)[O-])cc(Cl)cc12, ClCCl, [Na+], O=C1CNCCN1, O. Yields the product O=C1CN(Cc2c(-c3ccccc3)[nH]c3c([N+](=O)[O-])cc(Cl)cc23)CCN1. As a reaction SMILES: [C:33]([O:34][BH-:35]([O:36][C:37](=[O:38])[CH3:39])[O:40][C:41](=[O:42])[CH3:43])(=[O:44])[CH3:45].[CH3:22][C:23](=[O:24])[OH:25].[Cl:1][c:2]1[cH:3][c:4]2[c:5]([CH:20]=[O:21])[c:6](-[c:14]3[cH:15][cH:16][cH:17][cH:18][cH:19]3)[nH:7][c:8]2[c:9]([N+:11](=[O:12])[O-:13])[cH:10]1.[Cl:47][CH2:48][Cl:49].[Na+:46].[O:26]=[C:27]1[NH:28][CH2:29][CH2:30][NH:31][CH2:32]1.[OH2:50]>>[Cl:1][c:2]1[cH:3][c:4]2[c:5]([CH2:20][N:31]3[CH2:30][CH2:29][NH:28][C:27](=[O:26])[CH2:32]3)[c:6](-[c:14]3[cH:15][cH:16][cH:17][cH:18][cH:19]3)[nH:7][c:8]2[c:9]([N+:11](=[O:12])[O-:13])[cH:10]1.